From a dataset of the Open Reaction Database (ORD), a public repository of structured organic reaction records. describe an organic reaction: reactants, conditions, products, and yield Starting materials: NC1=C(C=C(S1)CC(C(=O)OCC)C(=O)OCC)C(C1=C(C=CC=C1)Cl)=O (Diethyl 2-(5-amino-4-(2-chlorobenzoyl)thiophen-2-ylmethyl)malonate), [OH-].[K+] (potassium hydroxide). The solvent is C(C)O (ethanol). Reaction conditions: temperature 80 celsius. The product is NC1=C(C=C(S1)CCC(=O)O)C(C1=C(C=CC=C1)Cl)=O (3-(5-amino-4-(2-chlorobenzoyl)thiophen-2-yl)propionic acid). Isolated yield 72.8%. As a reaction SMILES: [NH2:1][C:2]1[S:6][C:5]([CH2:7][CH:8](C(OCC)=O)[C:9]([O:11]CC)=[O:10])=[CH:4][C:3]=1[C:19](=[O:27])[C:20]1[CH:25]=[CH:24][CH:23]=[CH:22][C:21]=1[Cl:26].[OH-].[K+]>C(O)C>[NH2:1][C:2]1[S:6][C:5]([CH2:7][CH2:8][C:9]([OH:11])=[O:10])=[CH:4][C:3]=1[C:19](=[O:27])[C:20]1[CH:25]=[CH:24][CH:23]=[CH:22][C:21]=1[Cl:26] |f:1.2|. Procedure details: Diethyl 2-(5-amino-4-(2-chlorobenzoyl)thiophen-2-ylmethyl)malonate (20 g) and a 4M potassium hydroxide aqueous solution (30 ml) were added to ethanol (120 ml), and the mixture was refluxed under heating for 2 hours. The solvent was evaporated, and the residue was dissolved in water. 1.2M Hydrochloric acid was added to adjust the solution to pH 3. The mixture was extracted with ethyl acetate to give a product and the product was washed with brine, and dried over magnesium sulfate. The solvent was... The reactants are O=C([O-])[O-], CI, CN(C)C=O, [K+], [K+], O=C1c2ccccc2C(=O)N1Cc1ccn[nH]c1=O, O. The product is Cn1nccc(CN2C(=O)c3ccccc3C2=O)c1=O. Reaction SMILES: [C:20](=[O:21])([O-:22])[O-:23].[CH3:26][I:27].[CH3:29][N:30]([CH3:31])[CH:32]=[O:33].[K+:24].[K+:25].[O:1]=[c:2]1[nH:3][n:4][cH:5][cH:6][c:7]1[CH2:8][N:9]1[C:10](=[O:19])[c:11]2[cH:12][cH:13][cH:14][cH:15][c:16]2[C:17]1=[O:18].[OH2:28]>>[O:1]=[c:2]1[n:3]([CH3:20])[n:4][cH:5][cH:6][c:7]1[CH2:8][N:9]1[C:10](=[O:19])[c:11]2[cH:12][cH:13][cH:14][cH:15][c:16]2[C:17]1=[O:18]. Starting materials: C=CCC(OC1CCC(n2c(=O)c(Cc3ccc(-c4ccccc4C#N)cc3F)c(CCC)n3ncnc23)CC1)C(=O)OCC, CC(C)=O, CC#N, [O-][I+3]([O-])([O-])[O-], [Na+], O, O=[Os](=O)(=O)=O. Product: CCCc1c(Cc2ccc(-c3ccccc3C#N)cc2F)c(=O)n(C2CCC(OC(CCO)C(=O)OCC)CC2)c2ncnn12. As a reaction SMILES: [C:1](#[N:2])[c:3]1[c:4](-[c:9]2[cH:10][c:11]([F:45])[c:12]([CH2:15][c:16]3[c:17](=[O:44])[n:18]([CH:28]4[CH2:29][CH2:30][CH:31]([O:34][CH:35]([C:36](=[O:37])[O:38][CH2:39][CH3:40])[CH2:41][CH:42]=[CH2:43])[CH2:32][CH2:33]4)[c:19]4[n:20]([c:21]3[CH2:22][CH2:23][CH3:24])[n:25][cH:26][n:27]4)[cH:13][cH:14]2)[cH:5][cH:6][cH:7][cH:8]1.[CH3:52][C:53](=[O:54])[CH3:55].[CH3:56][C:57]#[N:58].[I+3:46]([O-:47])([O-:48])([O-:49])[O-:50].[Na+:51].[OH2:64].[Os:59](=[O:60])(=[O:61])(=[O:62])=[O:63]>>[C:1](#[N:2])[c:3]1[c:4](-[c:9]2[cH:10][c:11]([F:45])[c:12]([CH2:15][c:16]3[c:17](=[O:44])[n:18]([CH:28]4[CH2:29][CH2:30][CH:31]([O:34][CH:35]([C:36](=[O:37])[O:38][CH2:39][CH3:40])[CH2:41][CH2:42][OH:47])[CH2:32][CH2:33]4)[c:19]4[n:20]([c:21]3[CH2:22][CH2:23][CH3:24])[n:25][cH:26][n:27]4)[cH:13][cH:14]2)[cH:5][cH:6][cH:7][cH:8]1. Reactants: C(C)OC(=O)C1(CCC(CC1)N1C(C2=CC=CC=C2C1=O)=O)CC=C (1-Allyl-4-(1,3-dioxo-1,3-dihydro-isoindol-2-yl)-cyclohexanecarboxylic acid ethyl ester), C(C)OC(=O)C1(CCC(CC1)N1C(C2=CC=CC=C2C1=O)=O)CC=C (1-Allyl-4-(1,3-dioxo-1,3-dihydro-isoindol-2-yl)-cyclohexanecarboxylic acid ethyl ester). Reagents/catalysts: [Rh](Cl)(Cl)Cl (rhodium(III) chloride). The solvent is C(C)O (ethanol). Reaction conditions: temperature 75 celsius, time 18 hour. Product: C(C)OC(=O)C1(CCC(CC1)N1C(C2=CC=CC=C2C1=O)=O)\C=C\C (4-(1,3-Dioxo-1,3-dihydro-isoindol-2-yl)-1-((E)-propenyl)-cyclohexanecarboxylic acid ethyl ester). The yield is 98.8%. RXN SMILES: [CH2:1]([O:3][C:4]([C:6]1([CH2:23][CH:24]=[CH2:25])[CH2:11][CH2:10][CH:9]([N:12]2[C:20](=[O:21])[C:19]3[C:14](=[CH:15][CH:16]=[CH:17][CH:18]=3)[C:13]2=[O:22])[CH2:8][CH2:7]1)=[O:5])[CH3:2]>C(O)C.[Rh](Cl)(Cl)Cl>[CH2:1]([O:3][C:4]([C:6]1(/[CH:23]=[CH:24]/[CH3:25])[CH2:7][CH2:8][CH:9]([N:12]2[C:13](=[O:22])[C:14]3[C:19](=[CH:18][CH:17]=[CH:16][CH:15]=3)[C:20]2=[O:21])[CH2:10][CH2:11]1)=[O:5])[CH3:2]. Procedure details: 1-Allyl-4-(1,3-dioxo-1,3-dihydro-isoindol-2-yl)-cyclohexanecarboxylic acid ethyl ester (Intermediate 73, 975 mg, 2.86 mmol) was dissolved in ethanol (13.900 mL) in a roundbottom flask with reflux condensor. The flask was charged with rhodium(III) chloride (32.5 mg, 0.143 mmol), and the reaction mixture was heated to 75° C. and stirred for 18 hr, then filtered and concentrated in vacuo to yield the title compound as a brown oil (965 mg, 99%) which was taken to the next step without further purifi... Reactants: C12(CC3CC(CC(C1)C3)C2)COC2=NC=C(C(=O)O)C=C2C2CC2 (6-(adamantan-1-ylmethoxy)-5-cyclopropylnicotinic acid), CS(=O)(=O)N (methyl sulfonamide), C12(CC3CC(CC(C1)C3)C2)COC2=C(C=C(C(=O)O)C=C2Cl)Cl (4-(adamantan-1-ylmethoxy)-3,5-dichlorobenzoic acid), COCCS(=O)(=O)N (2-methoxyethanesulfonamide). The product is C12(CC3CC(CC(C1)C3)C2)COC2=C(C=C(C(=O)NS(=O)(=O)C)C=C2Cl)Cl (4-(adamantan-1-ylmethoxy)-3,5-dichloro-N-(methylsulfonyl)benzamide). Yield: 74.0%. Reaction SMILES: C12(COC3C(C4CC4)=CC(C(O)=O)=CN=3)CC3CC(CC(C3)C1)C2.[C:25]12([CH2:35][O:36][C:37]3[C:45]([Cl:46])=[CH:44][C:40]([C:41](O)=[O:42])=[CH:39][C:38]=3[Cl:47])[CH2:34][CH:29]3[CH2:30][CH:31]([CH2:33][CH:27]([CH2:28]3)[CH2:26]1)[CH2:32]2.COC[CH2:51][S:52]([NH2:55])(=[O:54])=[O:53].CS(N)(=O)=O>>[C:25]12([CH2:35][O:36][C:37]3[C:45]([Cl:46])=[CH:44][C:40]([C:41]([NH:55][S:52]([CH3:51])(=[O:54])=[O:53])=[O:42])=[CH:39][C:38]=3[Cl:47])[CH2:34][CH:29]3[CH2:30][CH:31]([CH2:33][CH:27]([CH2:28]3)[CH2:26]1)[CH2:32]2. Reported procedure: Following the procedure as described in Example 271 and making variations as required to replace 6-(adamantan-1-ylmethoxy)-5-cyclopropylnicotinic acid with 4-(adamantan-1-ylmethoxy)-3,5-dichlorobenzoic acid and to replace 2-methoxyethanesulfonamide with methyl sulfonamide. Purification by silica gel column chromatography (2:1 hexanes:ethyl acetate (+0.2% acetic acid v/v)) gave the title compound as a colorless solid (0.72 g, 74%): 1H NMR (300 MHz, DMSO-d6) δ 12.20 (br s, 1H), 8.01 (s, 2H), 3.55 ... Reactants: ClC1=CC=C(C=C1)C1=CC=C(COC(C(=O)Cl)(C(F)(F)F)C(F)(F)F)C=C1 (2-[4-(4-chlorophenyl)benzyloxy]-3,3,3-trifluoro-2-trifluoromethylpropionyl chloride), C(C)N(CCO)CC (2-diethylaminoethanol), acid chloride. Run in N1=CC=CC=C1 (pyridine). Run at time 2 day. The product is Cl.ClC1=CC=C(C=C1)C1=CC=C(COC(C(=O)OCCN(CC)CC)(C(F)(F)F)C(F)(F)F)C=C1 (2-diethylaminoethyl 2-[4-(4-chlorophenyl)benzyloxy]-3,3,3-trifluoro-2-trifluoromethylpropionate hydrochloride). Isolated yield 112.7%. RXN SMILES: [CH2:1]([N:3]([CH2:7][CH3:8])[CH2:4][CH2:5][OH:6])[CH3:2].[Cl:9][C:10]1[CH:15]=[CH:14][C:13]([C:16]2[CH:35]=[CH:34][C:19]([CH2:20][O:21][C:22]([C:30]([F:33])([F:32])[F:31])([C:26]([F:29])([F:28])[F:27])[C:23](Cl)=[O:24])=[CH:18][CH:17]=2)=[CH:12][CH:11]=1>N1C=CC=CC=1>[ClH:9].[Cl:9][C:10]1[CH:15]=[CH:14][C:13]([C:16]2[CH:17]=[CH:18][C:19]([CH2:20][O:21][C:22]([C:26]([F:27])([F:28])[F:29])([C:30]([F:31])([F:32])[F:33])[C:23]([O:6][CH2:5][CH2:4][N:3]([CH2:7][CH3:8])[CH2:1][CH3:2])=[O:24])=[CH:34][CH:35]=2)=[CH:12][CH:11]=1 |f:3.4|. Procedure details: A mixture of 2-diethylaminoethanol (814 mg.) and pyridine (10 ml.) is added at 0° C. to 2-[4-(4-chlorophenyl)benzyloxy]-3,3,3-trifluoro-2-trifluoromethylpropionyl chloride (3.07 g.). The mixture is stirred at room temperature until the acid chloride dissolves, and the solution is stored at 0° C. for 2 days. The mixture is filtered and the filtrate evaporated. The residue is triturated with ether and combined with the solid previously filtered off. The combined solids are crystallised from dioxan... Reactants: NC1=NNC=N1 (3-amino-1,2,4-triazole), C(C)(C)(C)[N+]#[C-] (tert-butylisonitrile), N1=C(C=CC=C1)C=O (2-pyridinecarbaldehyde). Solvent: Cl(=O)(=O)(=O)O (perchloric acid). The product is C(C)(C)(C)NC1=C(N=C2N1NC=N2)C2=NC=CC=C2 (tert-Butyl-(5-pyridin-2-yl-imidazo[1,2-b][1,2,4]triazol-6-yl)-amine). Reaction SMILES: [NH2:1][C:2]1[N:6]=[CH:5][NH:4][N:3]=1.[C:7]([N+:11]#[C-:12])([CH3:10])([CH3:9])[CH3:8].[N:13]1[CH:18]=[CH:17][CH:16]=[CH:15][C:14]=1[CH:19]=O>Cl(O)(=O)(=O)=O>[C:7]([NH:11][C:12]1[N:3]2[NH:4][CH:5]=[N:6][C:2]2=[N:1][C:19]=1[C:14]1[CH:15]=[CH:16][CH:17]=[CH:18][N:13]=1)([CH3:10])([CH3:9])[CH3:8]. Reported procedure: Compound 4 was prepared in accordance with the general synthesis instructions from 1.0 ml (0.1 mmol) 3-amino-1,2,4-triazole solution (0.1 M, MC), 0.575 ml (0.115 mmol) tert-butylisonitrile solution (0.2 M, MC), 0.500 ml (0.15 mmol) 2-pyridinecarbaldehyde solution (0.3 M, MC) and 10 μl perchloric acid (w=20%) in a substance library. Starting materials: 18.3, NC1=C(C=CC=C1)NC1CCN(CC1)CCCN1C(NC2=C1C=CC=C2)=O (1-[3-{4-[(2-aminophenyl)amino]-1-piperidinyl}propyl]-1,3-dihydro-2H-benzimidazol-2-one), C(=S)=S (carbon disulfide). Solvent: C(C)O (ethanol). The product is S=C1NC2=C(N1C1CCN(CC1)CCCN1C(NC3=C1C=CC=C3)=O)C=CC=C2 (1-{3-[4-(2,3-dihydro-2-thioxo-1H-benzimidazol-1-yl)-1-piperidinyl]propyl}-1,3-dihydro-2H-benzimidazol-2-one). Isolated yield 19.7%. As a reaction SMILES: [NH2:1][C:2]1[CH:7]=[CH:6][CH:5]=[CH:4][C:3]=1[NH:8][CH:9]1[CH2:14][CH2:13][N:12]([CH2:15][CH2:16][CH2:17][N:18]2[C:22]3[CH:23]=[CH:24][CH:25]=[CH:26][C:21]=3[NH:20][C:19]2=[O:27])[CH2:11][CH2:10]1.[C:28](=S)=[S:29]>C(O)C>[S:29]=[C:28]1[N:8]([CH:9]2[CH2:10][CH2:11][N:12]([CH2:15][CH2:16][CH2:17][N:18]3[C:22]4[CH:23]=[CH:24][CH:25]=[CH:26][C:21]=4[NH:20][C:19]3=[O:27])[CH2:13][CH2:14]2)[C:3]2[CH:4]=[CH:5][CH:6]=[CH:7][C:2]=2[NH:1]1. Reported procedure: A mixture of 18.3 parts of 1-[3-{4-[(2-aminophenyl)amino]-1-piperidinyl}propyl]-1,3-dihydro-2H-benzimidazol-2-one, 65 parts of carbon disulfide and 60 parts of ethanol is stirred and refluxed for 24 hours. The reaction mixture is evaporated. The residue is crystallized from ethanol. The product is filtered off and dried, yielding 4.5 parts (19.7%) of 1-{3-[4-(2,3-dihydro-2-thioxo-1H-benzimidazol-1-yl)-1-piperidinyl]propyl}-1,3-dihydro-2H-benzimidazol-2-one; mp. 248.5° C. Reactants: C1(CC1)COC1=C(C=CC(=N1)C(=O)O)N1CC(C1)(F)F (6-cyclopropylmethoxy-5-(3,3-difluoro-azetidin-1-yl)-pyridine-2-carboxylic acid), Cl.NC(C#N)CC(C)C (2-amino-4-methylpentanenitrile hydrochloride). The product is C(#N)C(CC(C)C)NC(=O)C1=NC(=C(C=C1)N1CC(C1)(F)F)OCC1CC1 (6-Cyclopropylmethoxy-5-(3,3-difluoro-azetidin-1-yl)-pyridine-2-carboxylic acid (1-cyano-3-methyl-butyl)-amide). Reaction SMILES: [CH:1]1([CH2:4][O:5][C:6]2[N:11]=[C:10]([C:12]([OH:14])=O)[CH:9]=[CH:8][C:7]=2[N:15]2[CH2:18][C:17]([F:20])([F:19])[CH2:16]2)[CH2:3][CH2:2]1.Cl.[NH2:22][CH:23]([CH2:26][CH:27]([CH3:29])[CH3:28])[C:24]#[N:25]>>[C:24]([CH:23]([NH:22][C:12]([C:10]1[CH:9]=[CH:8][C:7]([N:15]2[CH2:18][C:17]([F:20])([F:19])[CH2:16]2)=[C:6]([O:5][CH2:4][CH:1]2[CH2:2][CH2:3]2)[N:11]=1)=[O:14])[CH2:26][CH:27]([CH3:29])[CH3:28])#[N:25] |f:1.2|. Procedure details: The title compound was synthesized in analogy to Example 1, using 6-cyclopropylmethoxy-5-(3,3-difluoro-azetidin-1-yl)-pyridine-2-carboxylic acid (Example 69 b) and 2-amino-4-methylpentanenitrile hydrochloride (CAN 72177-82-3) as starting materials. MS (EI): m/e=379.1 [M+H]+. The reactants are C(C)(C)(C)OC(NC1=C(C=C(C=C1)C1=COC=C1)N)=O ((2-amino-4-furan-3-yl-phenyl)-carbamic acid tert.-butyl ester), C(C)OC(CC(=O)C1=CC(=CC=C1)C#N)=O (3-(3-cyano-phenyl)-3-oxo-propionic acid ethyl ester). Yields the product C(C)(C)(C)OC(NC1=C(C=C(C=C1)C1=COC=C1)NC(CC(=O)C1=CC(=CC=C1)C#N)=O)=O ({2-[3-(3-Cyano-phenyl)-3-oxo-propionylamino]-4-furan-3-yl-phenyl}-carbamic acid tert.-butyl ester). RXN SMILES: [C:1]([O:5][C:6](=[O:20])[NH:7][C:8]1[CH:13]=[CH:12][C:11]([C:14]2[CH:18]=[CH:17][O:16][CH:15]=2)=[CH:10][C:9]=1[NH2:19])([CH3:4])([CH3:3])[CH3:2].C([O:23][C:24](=O)[CH2:25][C:26]([C:28]1[CH:33]=[CH:32][CH:31]=[C:30]([C:34]#[N:35])[CH:29]=1)=[O:27])C>>[C:1]([O:5][C:6](=[O:20])[NH:7][C:8]1[CH:13]=[CH:12][C:11]([C:14]2[CH:18]=[CH:17][O:16][CH:15]=2)=[CH:10][C:9]=1[NH:19][C:24](=[O:23])[CH2:25][C:26]([C:28]1[CH:33]=[CH:32][CH:31]=[C:30]([C:34]#[N:35])[CH:29]=1)=[O:27])([CH3:4])([CH3:2])[CH3:3]. Procedure: Prepared from (2-amino-4-furan-3-yl-phenyl)-carbamic acid tert.-butyl ester (Example G11) and 3-(3-cyano-phenyl)-3-oxo-propionic acid ethyl ester (Pol. J. Chem. 1978, 25) according to the general procedure K. Obtained as an orange solid (460 mg).